This data is from the Open Reaction Database (ORD), a public repository of structured organic reaction records. The task is: describe an organic reaction: reactants, conditions, products, and yield The reactants are CC(=O)Cl, O=C(c1ccc(-c2cc(Cl)c(CC3CCN(C4CCCCC4)C3=O)c(Cl)c2)cc1)N1CCNCC1, ClCCl, [Na+], [OH-]. The product is CC(=O)N1CCN(C(=O)c2ccc(-c3cc(Cl)c(CC4CCN(C5CCCCC5)C4=O)c(Cl)c3)cc2)CC1. RXN SMILES: [CH3:38][C:39]([Cl:40])=[O:41].[CH:1]1([N:7]2[C:8](=[O:35])[CH:9]([CH2:12][c:13]3[c:14]([Cl:34])[cH:15][c:16](-[c:20]4[cH:21][cH:22][c:23]([C:26](=[O:27])[N:28]5[CH2:29][CH2:30][NH:31][CH2:32][CH2:33]5)[cH:24][cH:25]4)[cH:17][c:18]3[Cl:19])[CH2:10][CH2:11]2)[CH2:2][CH2:3][CH2:4][CH2:5][CH2:6]1.[Cl:42][CH2:43][Cl:44].[Na+:37].[OH-:36]>>[CH:1]1([N:7]2[C:8](=[O:35])[CH:9]([CH2:12][c:13]3[c:14]([Cl:34])[cH:15][c:16](-[c:20]4[cH:21][cH:22][c:23]([C:26](=[O:27])[N:28]5[CH2:29][CH2:30][N:31]([C:39]([CH3:38])=[O:41])[CH2:32][CH2:33]5)[cH:24][cH:25]4)[cH:17][c:18]3[Cl:19])[CH2:10][CH2:11]2)[CH2:2][CH2:3][CH2:4][CH2:5][CH2:6]1. Procedure details: 3-[4-(2-Pyridyl)-piperidine-1-yl]propylamine (Scheme 6). To 1-Benzyl-4-(2-pyridyl)-piperidine (3.26 g, 12.9 mmol) in dry methanol (25 ml), 10% palladium hydroxide (1.9 g) was added and the solution was hydrogenated at 200 psi for 24 hours. The solution was filtered over celite, concentrated to give 2.1 g (99%) of 4-(2-pyridyl)-piperidine which was used as such for the subsequent step. A mixture of 3-bromopropylamine hydrobromide (20 g, 91.3 mmol), potassium carbonate (37.85 g, 273.9 mmol) and di... Starting materials: C(C1=CC=CC=C1)N1CCC(CC1)C1=NC=CC=C1 (1-Benzyl-4-(2-pyridyl)-piperidine), N1=C(C=CC=C1)C1CCN(CC1)CCCN (3-[4-(2-Pyridyl)-piperidine-1-yl]propylamine). Conditions: time 24 hour. Reagents/catalysts: [OH-].[Pd+2].[OH-] (palladium hydroxide). RXN SMILES: [N:1]1[CH:6]=[CH:5][CH:4]=[CH:3][C:2]=1[CH:7]1[CH2:12][CH2:11][N:10](CCCN)[CH2:9][CH2:8]1.C(N1CCC(C2C=CC=CN=2)CC1)C1C=CC=CC=1>CO.[OH-].[Pd+2].[OH-]>[N:1]1[CH:6]=[CH:5][CH:4]=[CH:3][C:2]=1[CH:7]1[CH2:12][CH2:11][NH:10][CH2:9][CH2:8]1 |f:3.4.5|. The product is N1=C(C=CC=C1)C1CCNCC1 (4-(2-pyridyl)-piperidine). Yield: 99.0%. The solvent is CO (methanol). Starting materials: Cl.NC1=C(C=C(O)C=C1)O (4-Aminoresorcinol hydrochloride), C(C)OC(OCC)OCC (triethylorthoformate), C1(=CC=C(C=C1)S(=O)(=O)[O-])C.[NH+]1=CC=CC=C1 (pyridinium-p-toluenesulfonate). The solvent is xylenes. The product is O1C=NC2=C1C=C(C=C2)O (Benzoxazol-6-ol). Reaction SMILES: Cl.[NH2:2][C:3]1[CH:9]=[CH:8][C:6]([OH:7])=[CH:5][C:4]=1[OH:10].[CH2:11](OC(OCC)OCC)C.C1(C)C=CC(S([O-])(=O)=O)=CC=1.[NH+]1C=CC=CC=1>>[O:10]1[C:4]2[CH:5]=[C:6]([OH:7])[CH:8]=[CH:9][C:3]=2[N:2]=[CH:11]1 |f:0.1,3.4|. Procedure: 4-Aminoresorcinol hydrochloride (3.0 g, 18.5 mM), triethylorthoformate (9.1 g, 61.4 mM), and pyridinium-p-toluenesulfonate (PPTS, 250 mg, 1.0 mM) were refluxed in xylenes (200 mL) for about 18 hours. The reaction mixture was concentrated and the residue dissolved in ethyl acetate (200 mL) and washed with H2O (3×150 mL). The combined aqueous layer was back extracted with ethyl acetate (200 mL) and the combined organic layer was dried over MgSO4. Filtration and concentration provided an oil that w... The solvent is C(Cl)(Cl)(Cl)Cl (carbon tetrachloride). The yield is 81.5%. The product is BrC(C(=O)O)C1=CC(=CC=C1)Br (bromo-(3-bromo-phenyl)-acetic acid). Procedure details: To a solution of 3-bromophenylacetic acid (25.0 g, 116 mmol) in carbon tetrachloride (200 ml) was added N-bromosuccinimide (22.8 g, 128 mmol) at room temperature. The mixture was refluxed for 3 hours and cooled to room temperature. The resulting precipitate was filtered off. The filtrate was concentrated in vacuo. The residue was purified by silica gel column chromatography (eluant: hexane/ethyl acetate=4/1) to afford bromo-(3-bromo-phenyl)-acetic acid as yellow liquid (27.8 g, 81%). Reactants: BrC=1C=C(C=CC1)CC(=O)O (3-bromophenylacetic acid), BrN1C(CCC1=O)=O (N-bromosuccinimide). Reaction SMILES: [Br:1][C:2]1[CH:3]=[C:4]([CH2:8][C:9]([OH:11])=[O:10])[CH:5]=[CH:6][CH:7]=1.[Br:12]N1C(=O)CCC1=O>C(Cl)(Cl)(Cl)Cl>[Br:12][CH:8]([C:4]1[CH:5]=[CH:6][CH:7]=[C:2]([Br:1])[CH:3]=1)[C:9]([OH:11])=[O:10]. Starting materials: CSC(=C[N+](=O)[O-])SC, NCCCCc1ccccn1, c1ccncc1. Product: CSC(=C[N+](=O)[O-])NCCCCc1ccccn1. RXN SMILES: [N+:12](=[O:13])([O-:14])[CH:15]=[C:16]([S:17][CH3:18])[S:19][CH3:20].[NH2:1][CH2:2][CH2:3][CH2:4][CH2:5][c:6]1[n:7][cH:8][cH:9][cH:10][cH:11]1.[cH:21]1[cH:22][cH:23][n:24][cH:25][cH:26]1>>[NH:1]([CH2:2][CH2:3][CH2:4][CH2:5][c:6]1[n:7][cH:8][cH:9][cH:10][cH:11]1)[C:16](=[CH:15][N+:12](=[O:13])[O-:14])[S:17][CH3:18]. Reactants: N1=C(C=CC=C1)C=1NC=CN1 (2-(2-pyridyl)imidazole), O1CC1CCCCCCCCCC (1,2-epoxydodecane). Reagents/catalysts: O (water). Run at temperature 160 celsius, time 1 hour. Yields the product OC(CN1C(=NC=C1)C1=NC=CC=C1)CCCCCCCCCC (1-(2-hydroxydodecyl)-2-(2-pyridyl)imidazole). Reaction SMILES: [N:1]1[CH:6]=[CH:5][CH:4]=[CH:3][C:2]=1[C:7]1[NH:8][CH:9]=[CH:10][N:11]=1.[O:12]1[CH:14]([CH2:15][CH2:16][CH2:17][CH2:18][CH2:19][CH2:20][CH2:21][CH2:22][CH2:23][CH3:24])[CH2:13]1>O>[OH:12][CH:14]([CH2:15][CH2:16][CH2:17][CH2:18][CH2:19][CH2:20][CH2:21][CH2:22][CH2:23][CH3:24])[CH2:13][N:11]1[CH:10]=[CH:9][N:8]=[C:7]1[C:2]1[CH:3]=[CH:4][CH:5]=[CH:6][N:1]=1. Reported procedure: A mixture of 14.5 g (0.1 mole) 2-(2-pyridyl)imidazole, 18.4 g (0.1 mole) 1,2-epoxydodecane and 3 drops of water was heated with stirring at about 160° C. under nitrogen for about one hour. The resulting product was then extracted with hot hexane and collected as yellow crystals which had a melting point of 62°-65° C. Starting materials: COC(=O)c1cc2n(c1CC#N)CCCC2, CCO, CCOC(C)=O, Cl, [H][H], O=[Pt]. Yields the product COC(=O)c1cc2n(c1CCN)CCCC2, Cl. RXN SMILES: [C:1](#[N:2])[CH2:3][c:4]1[c:5]([C:13](=[O:14])[O:15][CH3:16])[cH:6][c:7]2[n:12]1[CH2:11][CH2:10][CH2:9][CH2:8]2.[CH3:22][CH2:23][OH:24].[CH3:25][CH2:26][O:27][C:28](=[O:29])[CH3:30].[ClH:19].[H:17][H:18].[Pt:20]=[O:21]>>[CH2:1]([NH2:2])[CH2:3][c:4]1[c:5]([C:13](=[O:14])[O:15][CH3:16])[cH:6][c:7]2[n:12]1[CH2:11][CH2:10][CH2:9][CH2:8]2.[ClH:19]. Starting materials: CI (MeI), FC=1C=CC=C2C(=C3N(C12)CC(CC3)=O)CC(=O)OCCC (propyl (4-fluoro-7-oxo-6,7,8,9-tetrahydropyrido[1,2-α]indol-10-yl)acetate), solution, C[Si](C)(C)[N-][Si](C)(C)C.[Na+] (NaHMDS). Solvent: C1CCOC1 (THF), C1CCOC1 (THF). Reaction conditions: time 10 minute. Product: FC=1C=CC=C2C(=C3N(C12)C(C(CC3)=O)C)CC(=O)OCCC (Propyl (4-Fluoro-6-methyl-7-oxo-6,7,8,9-tetrahydropyrido[1,2-α]indol-10-yl)acetate). As a reaction SMILES: [F:1][C:2]1[CH:3]=[CH:4][CH:5]=[C:6]2[C:10]=1[N:9]1[CH2:11][C:12](=[O:15])[CH2:13][CH2:14][C:8]1=[C:7]2[CH2:16][C:17]([O:19][CH2:20][CH2:21][CH3:22])=[O:18].[CH3:23][Si]([N-][Si](C)(C)C)(C)C.[Na+].CI>C1COCC1>[F:1][C:2]1[CH:3]=[CH:4][CH:5]=[C:6]2[C:10]=1[N:9]1[CH:11]([CH3:23])[C:12](=[O:15])[CH2:13][CH2:14][C:8]1=[C:7]2[CH2:16][C:17]([O:19][CH2:20][CH2:21][CH3:22])=[O:18] |f:1.2|. Reported procedure: A solution of propyl (4-fluoro-7-oxo-6,7,8,9-tetrahydropyrido[1,2-α]indol-10-yl)acetate in THF (0.17 M) was treated at −78° C. with a 1.0 M solution of NaHMDS in THF (1.2 eq.). After stirring for 10 min, MeI (2.0 eq.) was added. The cooling bath was removed and the mixture stirred for 1 hour, concentrated to dryness and the residue purified by chromatography on SiO2 (0-100% EtOAc/hexanes). The reactants are CCCCCCO, CCN(C(C)C)C(C)C, Cc1cc(Nc2nc(Cl)ncc2Cl)n[nH]1, c1ccc(-c2cc(C3CCCN3)on2)nc1. Yields the product Cc1cc(Nc2nc(N3CCCC3c3cc(-c4ccccn4)no3)ncc2Cl)n[nH]1. As a reaction SMILES: [CH2:41]([OH:42])[CH2:43][CH2:44][CH2:45][CH2:46][CH3:47].[CH:32]([N:33]([CH:34]([CH3:35])[CH3:36])[CH2:37][CH3:38])([CH3:39])[CH3:40].[Cl:1][c:2]1[n:3][cH:4][c:5]([Cl:15])[c:6]([NH:8][c:9]2[n:10][nH:11][c:12]([CH3:14])[cH:13]2)[n:7]1.[n:16]1[c:17](-[c:22]2[n:23][o:24][c:25]([CH:27]3[NH:28][CH2:29][CH2:30][CH2:31]3)[cH:26]2)[cH:18][cH:19][cH:20][cH:21]1>>[c:2]1([N:28]2[CH:27]([c:25]3[o:24][n:23][c:22](-[c:17]4[n:16][cH:21][cH:20][cH:19][cH:18]4)[cH:26]3)[CH2:31][CH2:30][CH2:29]2)[n:3][cH:4][c:5]([Cl:15])[c:6]([NH:8][c:9]2[n:10][nH:11][c:12]([CH3:14])[cH:13]2)[n:7]1.